This data is from the Open Reaction Database (ORD), a public repository of structured organic reaction records. The task is: describe an organic reaction: reactants, conditions, products, and yield Reactants: amine, [BH3-]C#N.[Na+] (NaCNBH3), Sephadex, CC(=O)[O-].[Na+] (NaOAc), CC1=NC=C(C(=C1O)C=O)CO.Cl (pyridoxal hydrochloride). Solvent: O (water). Reaction conditions: time 8 hour. Yields the product CC1=C(C(=C(C=N1)CO)C=O)O (Pyridoxal). Reaction SMILES: CC([O-])=O.[Na+].[CH3:6][C:7]1[C:12]([OH:13])=[C:11]([CH:14]=[O:15])[C:10]([CH2:16][OH:17])=[CH:9][N:8]=1.Cl.[BH3-]C#N.[Na+]>O>[CH3:6][C:7]1[N:8]=[CH:9][C:10]([CH2:16][OH:17])=[C:11]([CH:14]=[O:15])[C:12]=1[OH:13] |f:0.1,2.3,4.5|. Procedure: PNA oligomer SEQ ID NO:63 or PNA oligomer SEQ ID NO:64 is treated according to the procedure of Example 62 to convert the N—PHTH group to the free amine. The resulting PNA oligomer is dissolved in 100 microliters of water, and 100 ml of 1M NaOAc buffer (pH 5.0) is added followed by 5 mg of pyridoxal hydrochloride (24 μmols) and 50 μl of 60 mM NaCNBH3 solution. The solution is vortexed, left overnight, and is then passed through a Sephadex G-25 column and further purified in an analytical HPLC co...